This data is from the Open Reaction Database (ORD), a public repository of structured organic reaction records. The task is: describe an organic reaction: reactants, conditions, products, and yield Starting materials: C(C)(C)(C)OC(=O)N1C2CN(CC1CC2)C(=O)C=2C=NC(=CC2)NC=2N=CC1=C(N2)N(C(=C1)C(N(C)C)=O)C1CCCC1 (3-[6-(7-Cyclopentyl-6-dimethylcarbamoyl-7H-pyrrolo[2,3-d]pyrimidin-2-ylamino)-pyridine-3-carbonyl]-3,8-diaza-bicyclo[3.2.1]octane-8-carboxylic acid tert-butyl ester), Cl (HCl), O1CCOCC1 (dioxane). Solvent: C(Cl)Cl (CH2Cl2). Reaction conditions: temperature 25 celsius, time 4 hour. The product is CN(C(=O)C1=CC2=C(N=C(N=C2)NC2=NC=C(C=C2)C(=O)N2CC3CCC(C2)N3)N1C1CCCC1)C (7-Cyclopentyl-2-[5-(3,8-diaza-bicyclo[3.2.1]octane-3-carbonyl)-pyridin-2-ylamino]-7H-pyrrolo[2,3-d]pyrimidine-6-carboxylic acid dimethylamide). Isolated yield 150.7%. Reaction SMILES: C(OC([N:8]1[CH:13]2[CH2:14][CH2:15][CH:9]1[CH2:10][N:11]([C:16]([C:18]1[CH:19]=[N:20][C:21]([NH:24][C:25]3[N:26]=[CH:27][C:28]4[CH:33]=[C:32]([C:34](=[O:38])[N:35]([CH3:37])[CH3:36])[N:31]([CH:39]5[CH2:43][CH2:42][CH2:41][CH2:40]5)[C:29]=4[N:30]=3)=[CH:22][CH:23]=1)=[O:17])[CH2:12]2)=O)(C)(C)C.Cl.O1CCOCC1>C(Cl)Cl>[CH3:36][N:35]([CH3:37])[C:34]([C:32]1[N:31]([CH:39]2[CH2:43][CH2:42][CH2:41][CH2:40]2)[C:29]2[N:30]=[C:25]([NH:24][C:21]3[CH:22]=[CH:23][C:18]([C:16]([N:11]4[CH2:10][CH:9]5[NH:8][CH:13]([CH2:14][CH2:15]5)[CH2:12]4)=[O:17])=[CH:19][N:20]=3)[N:26]=[CH:27][C:28]=2[CH:33]=1)=[O:38]. Reported procedure: To a stirring solution of 3-[6-(7-Cyclopentyl-6-dimethylcarbamoyl-7H-pyrrolo[2,3-d]pyrimidin-2-ylamino)-pyridine-3-carbonyl]-3,8-diaza-bicyclo[3.2.1]octane-8-carboxylic acid tert-butyl ester (0.232 g, 1. mmol) in CH2Cl2 (4 mL) was added a solution of 4M HCl in dioxane (2.54 mL, 10.14 mmol, 10 eq) at 25° C. After 4 hours stirring at 25° C. the reaction mixture was filtered and washed with CH2Cl2 (5 mL). The residue was collected and taken up in water then basified with 1M NaOH and extracted with ...